describe an organic reaction: reactants, conditions, products, and yield From a dataset of the Open Reaction Database (ORD), a public repository of structured organic reaction records. Reactants: CCCCCC, C[Si](C)(C)C=[N+]=[N-], CO, O=C(O)c1ccc(I)cc1. Yields the product COC(=O)c1ccc(I)cc1. RXN SMILES: [CH3:11][CH2:12][CH2:13][CH2:14][CH2:15][CH3:16].[CH3:17][Si:18]([CH:19]=[N+:20]=[N-:21])([CH3:22])[CH3:23].[CH3:24][OH:25].[I:1][c:2]1[cH:3][cH:4][c:5]([C:6](=[O:7])[OH:8])[cH:9][cH:10]1>>[I:1][c:2]1[cH:3][cH:4][c:5]([C:6]([O:7][CH3:11])=[O:8])[cH:9][cH:10]1.